This data is from the Open Reaction Database (ORD), a public repository of structured organic reaction records. The task is: describe an organic reaction: reactants, conditions, products, and yield Starting materials: CC(=O)N1CCC(Cc2ccc(S(=O)(=O)Cl)cc2)CC1, O=C([O-])O, Cl, [Na+], [Na+], [Na+], [OH-], O, O=S([O-])O, O=C(O)CCl. Yields the product CC(=O)N1CCC(Cc2ccc(S(C)(=O)=O)cc2)CC1. Reaction SMILES: [C:11]([CH3:12])(=[O:13])[N:14]1[CH2:15][CH2:16][CH:17]([CH2:20][c:21]2[cH:22][cH:23][c:24]([S:27](=[O:28])(=[O:29])[Cl:30])[cH:25][cH:26]2)[CH2:18][CH2:19]1.[C:6](=[O:7])([OH:8])[O-:9].[ClH:38].[Na+:10].[Na+:1].[Na+:37].[OH-:36].[OH2:39].[OH:2][S:3](=[O:4])[O-:5].[OH:31][C:32]([CH2:33][Cl:34])=[O:35]>>[CH3:6][S:27]([c:24]1[cH:23][cH:22][c:21]([CH2:20][CH:17]2[CH2:16][CH2:15][N:14]([C:11]([CH3:12])=[O:13])[CH2:19][CH2:18]2)[cH:26][cH:25]1)(=[O:28])=[O:29]. RXN SMILES: [F:1][C:2]1[CH:7]=[CH:6][C:5]([C:8]2[N:9]([Si](C(C)C)(C(C)C)C(C)C)[CH:10]=[C:11]([C:19]3(O)[CH2:24][CH2:23][N:22]([CH3:25])[CH2:21][CH2:20]3)[C:12]=2[C:13]2[CH:18]=[CH:17][N:16]=[CH:15][CH:14]=2)=[CH:4][CH:3]=1.C([SiH](CC)CC)C.FC(F)(F)C(O)=O.[F-].C([N+](CCCC)(CCCC)CCCC)CCC>>[F:1][C:2]1[CH:7]=[CH:6][C:5]([C:8]2[NH:9][CH:10]=[C:11]([C:19]3[CH2:24][CH2:23][N:22]([CH3:25])[CH2:21][CH:20]=3)[C:12]=2[C:13]2[CH:18]=[CH:17][N:16]=[CH:15][CH:14]=2)=[CH:4][CH:3]=1 |f:1.2,3.4|. The product is FC1=CC=C(C=C1)C=1NC=C(C1C1=CC=NC=C1)C=1CCN(CC1)C (2-(4-Fluorophenyl)-4-(1-methyl-1,2,3,6-tetrahydropyridin-4-yl)-3-(pyridin-4-yl)-1H-pyrrole). Yield: 91.0%. The reactants are FC1=CC=C(C=C1)C=1N(C=C(C1C1=CC=NC=C1)C1(CCN(CC1)C)O)[Si](C(C)C)(C(C)C)C(C)C (2-(4-fluorophenyl)- 4-(4-hydroxy-1-methylpiperidin-4-yl)-3-(pyridin-4-yl)-1-triisopropylsilyl- 1H-pyrrole), C(C)[SiH](CC)CC.FC(C(=O)O)(F)F (triethylsilane trifluoroacetic acid), [F-].C(CCC)[N+](CCCC)(CCCC)CCCC (tetrabutylammonium fluoride). Procedure details: In a similar manner to that described in Example 9(iii) above, using 2-(4-fluorophenyl)- 4-(4-hydroxy-1-methylpiperidin-4-yl)-3-(pyridin-4-yl)-1-triisopropylsilyl- 1H-pyrrole [prepared as described in step 32(i) above], dehydration with triethylsilane/trifluoroacetic acid and desilylation with tetrabutylammonium fluoride were carried out to give the title compound (yield 91%) as a pale yellow powder.